From a dataset of the Open Reaction Database (ORD), a public repository of structured organic reaction records. describe an organic reaction: reactants, conditions, products, and yield Reactants: Cl (hydrochloric acid), [H-].[Na+] (sodium hydride), ClC1=C(C=C(C=C1[N+](=O)[O-])[N+](=O)[O-])C(F)(F)F (2-chloro-3,5-dinitrobenzotrifluoride), ClC=1C=C(C=CC1)NC(OCC)=O (Ethyl 3-chlorophenylcarbamate). Solvent: COCCOCCOC (diglyme). Conditions: time 4 hour. The product is ClC=1C=C(C=CC1)N(C(OCC)=O)C1=C(C=C(C=C1C(F)(F)F)[N+](=O)[O-])[N+](=O)[O-] (ethyl 3-chlorophenyl[2,4-dinitro-6-(trifluoromethyl)phenyl]carbamate). Isolated yield 42.3%. As a reaction SMILES: [Cl:1][C:2]1[CH:3]=[C:4]([NH:8][C:9](=[O:13])[O:10][CH2:11][CH3:12])[CH:5]=[CH:6][CH:7]=1.[H-].[Na+].Cl[C:17]1[C:22]([N+:23]([O-:25])=[O:24])=[CH:21][C:20]([N+:26]([O-:28])=[O:27])=[CH:19][C:18]=1[C:29]([F:32])([F:31])[F:30].Cl>COCCOCCOC>[Cl:1][C:2]1[CH:3]=[C:4]([N:8]([C:17]2[C:18]([C:29]([F:31])([F:32])[F:30])=[CH:19][C:20]([N+:26]([O-:28])=[O:27])=[CH:21][C:22]=2[N+:23]([O-:25])=[O:24])[C:9](=[O:13])[O:10][CH2:11][CH3:12])[CH:5]=[CH:6][CH:7]=1 |f:1.2|. Reported procedure: Ethyl 3-chlorophenylcarbamate (1.0256 g) was dissolved in diglyme (3 ml), and to the solution were added sodium hydride (205.5 mg) and 2-chloro-3,5-dinitrobenzotrifluoride (1.1583 g). The reaction mixture was stirred at room temperature for 4 hours. To the reaction mixture was added 1N hydrochloric acid, and the mixture was extracted with ethyl acetate. The organic layer was washed with 1N hydrochloric acid, saturated aqueous sodium bicarbonate solution, and then saturated brine, dried over anhy... Starting materials: Cl (HCl), CC(C)CC(CC(C)C)=O (2,6 -dimethyl-4 -heptanone), C(C)(=O)[O-].[NH4+] (ammonium acetate), C(#N)[BH3-].[Na+] (sodium cyanoborohydride). Run in CO (methanol). The product is Cl.CC(C)CC(CC(C)C)N (2,6-Dimethyl-4-aminoheptane Hydrochloride), Cl (HCl). Reaction SMILES: [CH3:1][CH:2]([CH2:4][C:5](=O)[CH2:6][CH:7]([CH3:9])[CH3:8])[CH3:3].C([O-])(=O)C.[NH4+].C([BH3-])#[N:17].[Na+].[ClH:20]>CO>[ClH:20].[CH3:1][CH:2]([CH2:4][CH:5]([NH2:17])[CH2:6][CH:7]([CH3:9])[CH3:8])[CH3:3].[ClH:20] |f:1.2,3.4,7.8|. Reported procedure: A solution of 2,6 -dimethyl-4 -heptanone (2.84 g, 20 mmol), ammonium acetate (15.4 g, 200 mmol) and sodium cyanoborohydride (0.93 g, 14 mmol) in methanol (75 mL) was stirred at room temperature for 20 hours. After cooling in an ice bath, the reaction mixture was acidified with concentrated HCl and concentrated under reduced pressure at 35° . The residue was partitioned between ethyl ether and water and the aqueous portion removed and made basic with 40% NaOH solution. Product was extracted into ... Reactants: FC1=C(C(=O)NC=2C(=NNC2)C2=NC3=C(N2)C=CC(=C3)C=O)C(=CC=C1)F (2,6-difluoro-N-[3-(5-formyl-1H-benzimidazol-2-yl)-1H-pyrazol-4-yl]-benzamide), CNC (dimethylamine), triacetoxy sodium borohydride. Run in C1CCOC1 (THF). Yields the product CN(C)CC1=CC2=C(NC(=N2)C2=NNC=C2NC(C2=C(C=CC=C2F)F)=O)C=C1 (N-[3-(5-dimethylaminomethyl-1H-benzimidazol-2-yl)-1H-pyrazol-4-yl]-2,6-difluoro-benzamide). Yield: 17.3%. As a reaction SMILES: [F:1][C:2]1[CH:26]=[CH:25][CH:24]=[C:23]([F:27])[C:3]=1[C:4]([NH:6][C:7]1[C:8]([C:12]2[NH:16][C:15]3[CH:17]=[CH:18][C:19]([CH:21]=O)=[CH:20][C:14]=3[N:13]=2)=[N:9][NH:10][CH:11]=1)=[O:5].[CH3:28][NH:29][CH3:30]>C1COCC1>[CH3:28][N:29]([CH2:21][C:19]1[CH:18]=[CH:17][C:15]2[NH:16][C:12]([C:8]3[C:7]([NH:6][C:4](=[O:5])[C:3]4[C:2]([F:1])=[CH:26][CH:25]=[CH:24][C:23]=4[F:27])=[CH:11][NH:10][N:9]=3)=[N:13][C:14]=2[CH:20]=1)[CH3:30]. Reported procedure: The compound was prepared in a manner analogous to Example 22B, however using 2,6-difluoro-N-[3-(5-formyl-1H-benzimidazol-2-yl)-1H-pyrazol-4-yl]-benzamide (57.4 mg, 0.16 mmol), dry THF (5 ml), 3 Å molecular sieves, dimethylamine (35% in EtOH) (55 μL, 0.31 mmol) and triacetoxy sodium borohydride (100 mg, 0.47 mmol) to give N-[3-(5-dimethylaminomethyl-1H-benzimidazol-2-yl)-1H-pyrazol-4-yl]-2,6-difluoro-benzamide (11 mg, 18%) as a yellow solid. (LC/MS: Rt 2.85, [M+H]+ 397.17). RXN SMILES: [NH:1](C(OCC1C=CC=CC=1)=O)[C@H:2]([C:9]([NH:11][C@H:12]([C:25]([O:27][CH3:28])=[O:26])[CH2:13][CH2:14][CH2:15][CH2:16][NH:17][C:18]([O:20][C:21]([CH3:24])([CH3:23])[CH3:22])=[O:19])=[O:10])[CH2:3][C:4]1[N:8]=[CH:7][NH:6][CH:5]=1.Cl.C(=O)=O>CO>[NH2:1][C@H:2]([C:9]([NH:11][C@H:12]([C:25]([O:27][CH3:28])=[O:26])[CH2:13][CH2:14][CH2:15][CH2:16][NH:17][C:18]([O:20][C:21]([CH3:24])([CH3:23])[CH3:22])=[O:19])=[O:10])[CH2:3][C:4]1[N:8]=[CH:7][NH:6][CH:5]=1. The solvent is CO (MeOH). Yields the product N[C@@H](CC1=CNC=N1)C(=O)N[C@@H](CCCCNC(=O)OC(C)(C)C)C(=O)OC (H-His-Lys(Boc)-OMe). The reactants are C(=O)=O (CO2), Cl (HCl), Pd on-carbon, N([C@@H](CC1=CNC=N1)C(=O)N[C@@H](CCCCNC(=O)OC(C)(C)C)C(=O)OC)C(=O)OCC1=CC=CC=C1 (Z-His-Lys(Boc)-OMe). Reported procedure: 1.6 g of Z-His-Lys(Boc)-OMe [S. Guttman et al., Helv. Chim. Acta 52, 1789 (1969)] are dissolved in 33 ml of MeOH, 3 ml of 1N HCl and 160 mg of Pd-on-carbon (10% pd) are added thereto, and hydrogenation is carried out with CO2 -absorption until saturation. After filtering off the catalyst, the whole is concentrated, the oily residue is dissolved in 20 ml of DMF and again concentrated to approximately 10 ml, yielding H-His-Lys(Boc)-OMe in the form of a solution which is immediately further process...